This data is from the Open Reaction Database (ORD), a public repository of structured organic reaction records. The task is: describe an organic reaction: reactants, conditions, products, and yield Reactants: C(C1=CC=CC=C1)(=O)Cl (benzoyl chloride), C(C)=O (acetaldehyde), O (water), C(Cl)Cl (methylene chloride). Product: C(C1=CC=CC=C1)(=O)OC(C)Cl (alpha-Chloroethyl Benzoate). Reaction SMILES: [C:1](Cl)(=[O:8])[C:2]1[CH:7]=[CH:6][CH:5]=[CH:4][CH:3]=1.[CH:10](=O)[CH3:11].[OH2:13].C(Cl)[Cl:15]>>[C:1]([O:8][CH:10]([Cl:15])[CH3:11])(=[O:13])[C:2]1[CH:7]=[CH:6][CH:5]=[CH:4][CH:3]=1. Reported procedure: By the procedure of the preceding Preparation, freshly distilled benzoyl chloride (58.0 mL, 70.3 g, 500 mmole) was reacted with acetaldehyde (27.9 mL, 22.0 g, 500 mmol), added at a rate such that the reaction temperature did not exceed 5° C. during the addition. When the addition was complete, the orange solution was allowed to warm to room temperature, then treated with water (100 mL) and methylene chloride (100 mL). The pH was adjusted to 7.0 and the organic layer was isolated, washed with wat... Product: CC(C)(C)OC(=O)N1CCN(C(=O)n2nnc3ncccc32)CC1. Starting materials: CCOC(C)=O, CN(C)c1ccncc1, CCN(C(C)C)C(C)C, CC(C)(C)OC(=O)N1CCN(C(=O)Cl)CC1, C1CCOC1, O, c1cnc2nn[nH]c2c1. Reaction SMILES: [CH3:35][CH2:36][O:37][C:38](=[O:39])[CH3:40].[CH3:41][N:42]([CH3:43])[c:44]1[cH:45][cH:46][n:47][cH:48][cH:49]1.[CH:1]([N:2]([CH:3]([CH3:4])[CH3:5])[CH2:6][CH3:7])([CH3:8])[CH3:9].[Cl:19][C:20](=[O:21])[N:22]1[CH2:23][CH2:24][N:25]([C:28](=[O:29])[O:30][C:31]([CH3:32])([CH3:33])[CH3:34])[CH2:26][CH2:27]1.[O:50]1[CH2:51][CH2:52][CH2:53][CH2:54]1.[OH2:55].[nH:10]1[n:11][n:12][c:13]2[n:14][cH:15][cH:16][cH:17][c:18]12>>[n:10]1([C:20](=[O:21])[N:22]2[CH2:23][CH2:24][N:25]([C:28](=[O:29])[O:30][C:31]([CH3:32])([CH3:33])[CH3:34])[CH2:26][CH2:27]2)[n:11][n:12][c:13]2[n:14][cH:15][cH:16][cH:17][c:18]12. Starting materials: formula 3, [H][H] (hydrogen), amine, formula 3, NC(C(=O)O)C=1C=CC2=C(CCO2)C1 (α-amino(2,3-dihydro-5-benzofuranyl)acetic acid), alkali metal nitrite, N(=O)[O-].[Na+] (sodium nitrite), N(=O)[O-].[K+] (potassium nitrite). Run in C(C)(=O)O (acetic acid). The product is OC(C(=O)O)C=1C=CC2=C(CCO2)C1 (α-hydroxy(2,3-dihydro-5-benzofuranyl)acetic acid). Reaction SMILES: [H][H].N[CH:4]([C:8]1[CH:9]=[CH:10][C:11]2[O:15][CH2:14][CH2:13][C:12]=2[CH:16]=1)[C:5]([OH:7])=[O:6].N([O-])=[O:18].[Na+].N([O-])=O.[K+]>C(O)(=O)C>[OH:18][CH:4]([C:8]1[CH:9]=[CH:10][C:11]2[O:15][CH2:14][CH2:13][C:12]=2[CH:16]=1)[C:5]([OH:7])=[O:6] |f:2.3,4.5|. Procedure details: The compound of formula 3 wherein W is a hydroxyl group may be prepared from the corresponding amine compound of formula 3, W is --NHR4 and R4 is hydrogen. One equivalent of α-amino(2,3-dihydro-5-benzofuranyl)acetic acid in a suitable acid such as hydrochloric, hydrobromic, sulfuric, phosphoric or acetic acid is reacted with 1 to 3 equivalents of an alkali metal nitrite such as sodium nitrite or potassium nitrite at a temperature of from 30° to 70° C. for from 2 to 8 hours to give the desired α-... The reactants are ClC1=NC2=CC=CC=C2C(=N1)Cl (2,4-dichloroquinazoline), resultant mixture. The reagents and catalysts are [Zn] (zinc). Solvent: [Cl-].[Na+].O (brine), C(Cl)Cl (methylene chloride). Product: ClC1=NC2=CC=CC=C2C=N1 (2-chloro-quinazoline). Reaction SMILES: [Cl:1][C:2]1[N:11]=[C:10](Cl)[C:9]2[C:4](=[CH:5][CH:6]=[CH:7][CH:8]=2)[N:3]=1>C(Cl)Cl.[Cl-].[Na+].O.[Zn]>[Cl:1][C:2]1[N:11]=[CH:10][C:9]2[C:4](=[CH:5][CH:6]=[CH:7][CH:8]=2)[N:3]=1 |f:2.3.4|. Reported procedure: A solution of 2,4-dichloroquinazoline (5 g) in methylene chloride (100 mL) is combined with 100 mL of saturated brine containing 9% NH4OH and powdered zinc (5 g). The resultant mixture is refluxed for 4 hours, cooled and filtered through celite. The organic layer is removed, diluted with ethyl acetate (100 ml), washed with 1 N HCl solution, dried and concentrated to yield 2-chloro-quinazoline.